Dataset: the Open Reaction Database (ORD), a public repository of structured organic reaction records. Task: describe an organic reaction: reactants, conditions, products, and yield Starting materials: OC(C[C@@]1(CCN(C(O1)=O)[C@@H](C)C1=CC=C(C=C1)B1OC(C(O1)(C)C)(C)C)C1=CC=CC=C1)(C)C ((S)-6-(2-hydroxy-2-methylpropyl)-6-phenyl-3-{(S)-1-[4-(4,4,5,5-tetramethyl-1,3,2-dioxaborolan-2-yl)phenyl]ethyl}-1,3-oxazinan-2-one), FC(C(=O)O)(F)F.BrC=1C=NC(=NC1)N1CC(C1)O (1-(5-bromopyrimidin-2-yl)azetidin-3-ol trifluoroacetic acid salt), C(=O)([O-])[O-].[Cs+].[Cs+] (Cs2CO3), O (water). Run in O1CCOCC1 (1,4-dioxane). Conditions: temperature 110 celsius. The product is OC(C[C@@]1(CCN(C(O1)=O)[C@@H](C)C1=CC=C(C=C1)C=1C=NC(=NC1)N1CC(C1)O)C1=CC=CC=C1)(C)C ((S)-6-(2-hydroxy-2-methylpropyl)-3-((S)-1-{4-[2-(3-hydroxyazetidin-1-yl)pyrimidin-5-yl]phenyl}ethyl)-6-phenyl-1,3-oxazinan-2-one), FC(C(=O)O)(F)F (trifluoroacetic acid). Reaction SMILES: [OH:1][C:2]([CH3:35])([CH3:34])[CH2:3][C@@:4]1([C:28]2[CH:33]=[CH:32][CH:31]=[CH:30][CH:29]=2)[O:9][C:8](=[O:10])[N:7]([C@H:11]([C:13]2[CH:18]=[CH:17][C:16](B3OC(C)(C)C(C)(C)O3)=[CH:15][CH:14]=2)[CH3:12])[CH2:6][CH2:5]1.[F:36][C:37]([F:42])([F:41])[C:38]([OH:40])=[O:39].Br[C:44]1[CH:45]=[N:46][C:47]([N:50]2[CH2:53][CH:52]([OH:54])[CH2:51]2)=[N:48][CH:49]=1.C([O-])([O-])=O.[Cs+].[Cs+].O>O1CCOCC1>[OH:1][C:2]([CH3:34])([CH3:35])[CH2:3][C@@:4]1([C:28]2[CH:33]=[CH:32][CH:31]=[CH:30][CH:29]=2)[O:9][C:8](=[O:10])[N:7]([C@H:11]([C:13]2[CH:14]=[CH:15][C:16]([C:44]3[CH:45]=[N:46][C:47]([N:50]4[CH2:53][CH:52]([OH:54])[CH2:51]4)=[N:48][CH:49]=3)=[CH:17][CH:18]=2)[CH3:12])[CH2:6][CH2:5]1.[F:36][C:37]([F:42])([F:41])[C:38]([OH:40])=[O:39] |f:1.2,3.4.5|. Procedure details: A heavy-walled glass vial was charged with (S)-6-(2-hydroxy-2-methylpropyl)-6-phenyl-3-{(S)-1-[4-(4,4,5,5-tetramethyl-1,3,2-dioxaborolan-2-yl)phenyl]ethyl}-1,3-oxazinan-2-one (13 mg), 1-(5-bromopyrimidin-2-yl)azetidin-3-ol trifluoroacetic acid salt (18 mg), Cs2CO3 (18 mg), water (0.1 mL), and 1,4-dioxane (1 mL). The mixture was sparged with N2 for 10 min before PdCl2[1,1′-bis(diphenylphosphino)ferrocene] (2 mg) was added. The mixture was sparged with N2 for 10 min and then heated in a microwave ... Starting materials: Cl.O1CCOCC1 (hydrochloric acid dioxane), COCOCC=1C=CC=C2C(C(=C(OC12)C1=CC=CC=C1)C(=O)O)=O (8-Methoxymethoxymethylflavone-3-carboxylic acid), C1(=CC=CC=C1)P(=O)(C1=CC=CC=C1)N=[N+]=[N-] (diphenylphosphoryl azide), resultant product. The solvent is C(C)(C)(C)O (t-butanol). The product is NC1=C(OC2=C(C=CC=C2C1=O)CO)C1=CC=CC=C1 (3-aminoflavone-8-methanol). As a reaction SMILES: COC[O:4][CH2:5][C:6]1[CH:7]=[CH:8][CH:9]=[C:10]2[C:15]=1[O:14][C:13]([C:16]1[CH:21]=[CH:20][CH:19]=[CH:18][CH:17]=1)=[C:12](C(O)=O)[C:11]2=[O:25].C1(P([N:40]=[N+]=[N-])(C2C=CC=CC=2)=O)C=CC=CC=1.Cl.O1CCOCC1>C(O)(C)(C)C>[NH2:40][C:12]1[C:11](=[O:25])[C:10]2[C:15](=[C:6]([CH2:5][OH:4])[CH:7]=[CH:8][CH:9]=2)[O:14][C:13]=1[C:16]1[CH:21]=[CH:20][CH:19]=[CH:18][CH:17]=1 |f:2.3|. Procedure details: 8-Methoxymethoxymethylflavone-3-carboxylic acid was reacted with diphenylphosphoryl azide and then with t-butanol. The resultant product was hydrolyzed with aqueous hydrochloric acid-dioxane to give 3-aminoflavone-8-methanol. The reactants are C(CC(=O)C)(=O)OC(C)(C)C (T-butyl acetoacetate), CC(C)O (i-PrOH), FC1=C(CNC(=O)N)C(=CC=C1)C(F)(F)F ((2-Fluoro-6-trifluoromethyl-benzyl)-urea), O.C1(=CC=C(C=C1)S(=O)(=O)O)C (p-Toluenesulfonic acid monohydrate). The solvent is C1(=CC=CC=C1)C (toluene), C1(=CC=CC=C1)C (Toluene). Reaction conditions: time 8 hour. Yields the product FC1=C(CN2C(NC(C=C2C)=O)=O)C(=CC=C1)C(F)(F)F (1-(2-fluoro-6-trifluoromethyl-benzyl)-6-methyl-1H-pyrimidine-2,4-dione). Isolated yield 61.0%. Reaction SMILES: [F:1][C:2]1[CH:12]=[CH:11][CH:10]=[C:9]([C:13]([F:16])([F:15])[F:14])[C:3]=1[CH2:4][NH:5][C:6]([NH2:8])=[O:7].[C:17](OC(C)(C)C)(=[O:22])[CH2:18][C:19]([CH3:21])=O.O.C1(C)C=CC(S(O)(=O)=O)=CC=1.CC(O)C>C1(C)C=CC=CC=1>[F:1][C:2]1[CH:12]=[CH:11][CH:10]=[C:9]([C:13]([F:14])([F:15])[F:16])[C:3]=1[CH2:4][N:5]1[C:19]([CH3:21])=[CH:18][C:17](=[O:22])[NH:8][C:6]1=[O:7] |f:2.3|. Reported procedure: (2-Fluoro-6-trifluoromethyl-benzyl)-urea (2.568 g, 10.9 mmol) in toluene (125 mL) was heated briefly to reflux under a Dean-Stark trap. T-butyl acetoacetate (5.0 g) was added and the mixture heated to reflux for 4 hrs. p-Toluenesulfonic acid monohydrate (2.82 g, 14.8 mmol) was added and the reflux was continued for one additional hour. Toluene was displaced with i-PrOH and the volume of the solution was reduced to approximately 30 mL. The solution was stirred overnight at room temp. The crystall... RXN SMILES: [CH3:1][C@H:2]([N:5]([CH2:13][CH2:14][CH2:15][NH:16][C:17]([O:19][C:20]([CH3:23])([CH3:22])[CH3:21])=[O:18])[C:6](=[O:12])[O:7][C:8]([CH3:11])([CH3:10])[CH3:9])[C:3]#[CH:4].[N:24]([Si](C)(C)C)=[N+:25]=[N-:26]>CN(C=O)C.CO.[Cu]I>[N:24]1[NH:25][N:26]=[C:3]([C@@H:2]([N:5]([CH2:13][CH2:14][CH2:15][NH:16][C:17]([O:19][C:20]([CH3:22])([CH3:21])[CH3:23])=[O:18])[C:6](=[O:12])[O:7][C:8]([CH3:9])([CH3:10])[CH3:11])[CH3:1])[CH:4]=1 |f:2.3|. Reported procedure: A mixture of (S)-tert-butyl but-3-yn-2-yl(3-((tert-butoxycarbonyl)amino)propyl)carbamate (710 mg, 2.18 mmol), azidotrimethylsilane (452 μl, 3.26 mmol) and copper (I) iodide (21 mg, 0.11 mmol) in DMF/MeOH (1:1, 3.4 mL) was heated to 100° C. for 8 h. Upon cooling, the mixture was filtered through a celite pad, and the filtrate was concentrated in vacuo and purified via silica gel chromatography (EtOAc-Heptane, 30-80%) to afford the title compound (636 mg, 79%) as an oil. LCMS: Rt=0.78 min, m/z=370... Conditions: temperature 100 celsius. The product is N=1NN=C(C1)[C@H](C)N(C(OC(C)(C)C)=O)CCCNC(=O)OC(C)(C)C ((S)-tert-butyl (1-(2H-1,2,3-triazol-4-yl)ethyl)(3-((tert-butoxycarbonyl)amino)propyl)carbamate). The yield is 79.0%. Reagents/catalysts: [Cu]I (copper (I) iodide). The reactants are C[C@@H](C#C)N(C(OC(C)(C)C)=O)CCCNC(=O)OC(C)(C)C ((S)-tert-butyl but-3-yn-2-yl(3-((tert-butoxycarbonyl)amino)propyl)carbamate), N(=[N+]=[N-])[Si](C)(C)C (azidotrimethylsilane). Solvent: CN(C)C=O.CO (DMF MeOH). The reactants are C(C)OC=1SC2=C(N1)C(=CC=C2)C (2-ethoxy-4-methyl-benzothiazole), Cl (hydrochloric acid). Procedure: Prepared analogous to Example 5 from 2-ethoxy-4-methyl-benzothiazole and concentrated hydrochloric acid with a yield of 81% of theory. M.p.: 207°-208° C. (xylene/gasoline 1:1) Yield: 81.0%. RXN SMILES: C([O:3][C:4]1[S:5][C:6]2[CH:12]=[CH:11][CH:10]=[C:9]([CH3:13])[C:7]=2[N:8]=1)C.Cl>C1(C)C(C)=CC=CC=1>[CH3:13][C:9]1[C:7]2[NH:8][C:4](=[O:3])[S:5][C:6]=2[CH:12]=[CH:11][CH:10]=1. Product: CC1=CC=CC2=C1NC(S2)=O (4-Methyl-2(3H)benzothiazolone). Solvent: C=1(C(=CC=CC1)C)C (xylene).